From a dataset of the Open Reaction Database (ORD), a public repository of structured organic reaction records. describe an organic reaction: reactants, conditions, products, and yield Reactants: FC1=C(C=CC=C1)C=1C=NC(=NC1)N1C=C(C2=CC=C(C=C12)C(=O)O)SC (1-(5-(2-fluorophenyl)pyrimidin-2-yl)-3-(methylthio)-1H-indole-6-carboxylic acid), ClC=1C=C(C(=O)OO)C=CC1 (m-chloroperoxybenzoic acid), CN(C)C(=[N+](C)C)ON1C2=C(C=CC=C2)N=N1.[B-](F)(F)(F)F (TBTU), N1C[C@@H](CC1)CO ((R)-pyrrolidin-3-ylmethanol). Product: FC1=C(C=CC=C1)C=1C=NC(=NC1)N1C=C(C2=CC=C(C=C12)C(=O)N1C[C@@H](CC1)CO)S(=O)C ((1-(5-(2-Fluorophenyl)pyrimidin-2-yl)-3-(methylsulfinyl)-1H-indol-6-yl)((R)-3-(hydroxymethyl)pyrrolidin-1-yl)methanone). As a reaction SMILES: [F:1][C:2]1[CH:7]=[CH:6][CH:5]=[CH:4][C:3]=1[C:8]1[CH:9]=[N:10][C:11]([N:14]2[C:22]3[C:17](=[CH:18][CH:19]=[C:20]([C:23](O)=[O:24])[CH:21]=3)[C:16]([S:26][CH3:27])=[CH:15]2)=[N:12][CH:13]=1.CN(C([O:35]N1N=NC2C=CC=CC1=2)=[N+](C)C)C.[B-](F)(F)(F)F.[NH:50]1[CH2:54][CH2:53][C@@H:52]([CH2:55][OH:56])[CH2:51]1.ClC1C=C(C=CC=1)C(OO)=O>>[F:1][C:2]1[CH:7]=[CH:6][CH:5]=[CH:4][C:3]=1[C:8]1[CH:9]=[N:10][C:11]([N:14]2[C:22]3[C:17](=[CH:18][CH:19]=[C:20]([C:23]([N:50]4[CH2:54][CH2:53][C@@H:52]([CH2:55][OH:56])[CH2:51]4)=[O:24])[CH:21]=3)[C:16]([S:26]([CH3:27])=[O:35])=[CH:15]2)=[N:12][CH:13]=1 |f:1.2|. Procedure: Prepared from 1-(5-(2-fluorophenyl)pyrimidin-2-yl)-3-(methylthio)-1H-indole-6-carboxylic acid in two reaction steps comprising a TBTU mediated amide coupling with (R)-pyrrolidin-3-ylmethanol (see also procedure 244c) and an oxidation utilizing m-chloroperoxybenzoic acid as oxidizing agent. Yellow solid. Yield: 0.12 g Starting materials: C(C)(C)(C)C1=CC(=NC=C1)CO (4-tert-butyl-2-hydroxymethylpyridine), S(=O)(Cl)Cl (thionyl chloride). The solvent is C(Cl)(Cl)Cl (chloroform), C(Cl)(Cl)Cl (chloroform). Reaction conditions: temperature 50 celsius, time 3 hour. Yields the product C(C)(C)(C)C1=CC(=NC=C1)CCl (4-tert-butyl-2-chloromethylpyridine). As a reaction SMILES: [C:1]([C:5]1[CH:10]=[CH:9][N:8]=[C:7]([CH2:11]O)[CH:6]=1)([CH3:4])([CH3:3])[CH3:2].S(Cl)([Cl:15])=O>C(Cl)(Cl)Cl>[C:1]([C:5]1[CH:10]=[CH:9][N:8]=[C:7]([CH2:11][Cl:15])[CH:6]=1)([CH3:4])([CH3:3])[CH3:2]. Procedure: To a solution of 4-tert-butyl-2-hydroxymethylpyridine (0.36 g) in chloroform (10 ml) was added dropwise a solution of thionyl chloride (1 ml) in chloroform (5 ml) at room temperature and the mixture was stirred for 3 hours at ca. 50° C., After cooling to room temperature, the resultant mixture was concentrated in vacuo. The residue was taken up with chloroform and washed with saturated sodium carbonate aqueous solution, dried over magnesium sulfate, filtered and concentrated in vacuo to give 4-t... Reactants: C(C)(=O)C1=CNC2=CC=C(C=C12)[N+](=O)[O-] (3-acetyl-5-nitroindole), NN (hydrazine). The reagents and catalysts are [Ni] (Raney Nickel). The solvent is CO (methanol). Run at time 1 hour. The product is C(C)(=O)C1=CNC2=CC=C(C=C12)N (3-Acetyl-5-aminoindole). Isolated yield 99.0%. RXN SMILES: [C:1]([C:4]1[C:12]2[C:7](=[CH:8][CH:9]=[C:10]([N+:13]([O-])=O)[CH:11]=2)[NH:6][CH:5]=1)(=[O:3])[CH3:2].NN>[Ni].CO>[C:1]([C:4]1[C:12]2[C:7](=[CH:8][CH:9]=[C:10]([NH2:13])[CH:11]=2)[NH:6][CH:5]=1)(=[O:3])[CH3:2]. Reported procedure: A suspension of 3-acetyl-5-nitroindole (3.0 g, 14.7 mmol) and Raney Nickel (3.0 g) in methanol is treated dropwise with hydrazine (0.7 g, 21.9 mmol) at 0° C., stirred under N2 for 1 h and filtered. The filtrate is concentrated in vacuo to afford the title product as an oil, 2.5 g (99% yield) identified by NMR and mass spectral analyses. Reactants: C(C1=CC=CC=C1)N([C@H]1[C@H](CN2C1=CC=1C=C(C=CC21)Br)CO)C ((cis-1-(benzyl(methyl)amino)-7-bromo-2,3-dihydro-1H-pyrrolo[1,2-a]indol-2-yl)methanol), C(C)(C)N(C(C)C)CC (N,N-diisopropylethylamine), CS(=O)(=O)Cl (methanesulfonyl chloride). Solvent: C(Cl)Cl (CH2Cl2). Run at temperature 0 celsius, time 30 minute. The product is CS(=O)(=O)OC[C@@H]1[C@@H](C=2N(C=3C=CC(=CC3C2)Br)C1)N(C)CC1=CC=CC=C1 ((cis-1-(benzyl(methyl)amino)-7-bromo-2,3-dihydro-1H-pyrrolo[1,2-a]indol-2-yl)methyl methanesulfonate). As a reaction SMILES: [CH2:1]([N:8]([CH3:24])[C@@H:9]1[C:13]2=[CH:14][C:15]3[CH:16]=[C:17]([Br:21])[CH:18]=[CH:19][C:20]=3[N:12]2[CH2:11][C@@H:10]1[CH2:22][OH:23])[C:2]1[CH:7]=[CH:6][CH:5]=[CH:4][CH:3]=1.C(N(CC)C(C)C)(C)C.[CH3:34][S:35](Cl)(=[O:37])=[O:36]>C(Cl)Cl>[CH3:34][S:35]([O:23][CH2:22][C@H:10]1[CH2:11][N:12]2[C:20]3[CH:19]=[CH:18][C:17]([Br:21])=[CH:16][C:15]=3[CH:14]=[C:13]2[C@H:9]1[N:8]([CH2:1][C:2]1[CH:7]=[CH:6][CH:5]=[CH:4][CH:3]=1)[CH3:24])(=[O:37])=[O:36]. Procedure details: The product from Step 2 (690 mg, 1.8 mmol) was dissolved in CH2Cl2 (10 mL) with N,N-diisopropylethylamine (0.94 mL, 5.4 mmol). The mixture was cooled to 0° C., before adding methanesulfonyl chloride (0.21 mL, 2.7 mmol). After 30 min, the mixture was washed with water, dried over Na2SO4 and concentrated. The crude mixture was carried on without further purification.